describe an organic reaction: reactants, conditions, products, and yield From a dataset of the Open Reaction Database (ORD), a public repository of structured organic reaction records. Starting materials: CC(=O)C1=C(C(=CC=C1)Cl)Cl (2,3-Dichloroacetophenone), Cl (hydrogen chloride), [OH-].[Na+] (sodium hydroxide), N(=O)OCCCCC (Amyl nitrite). The yield is 46.0%. Reported procedure: 2,3-Dichloroacetophenone (20.00 g, 0.104 mol) was dissolved in dry diethyl ether (200 ml) and hydrogen chloride bubbled through the solution for half an hour. Amyl nitrite (24.36 g, 0.238 mol) was added dropwise, with stirring, so that the solution was maintained at a gentle reflux. The solution was then gently refluxed for 3 hours with continued passage of hydrogen chloride. The solution was allowed to stand at room temperature overnight. The reaction mixture was poured into 2N sodium hydroxide... The product is ClC1=C(C=CC=C1Cl)C(C=NO)=O (2,3-Dichlorophenylglyoxal aldoxime), solid. Run at time 8 hour. The solvent is C(C)OCC (diethyl ether). RXN SMILES: [CH3:1][C:2]([C:4]1[CH:9]=[CH:8][CH:7]=[C:6]([Cl:10])[C:5]=1[Cl:11])=[O:3].[N:12](OCCCCC)=[O:13].Cl.[OH-].[Na+]>C(OCC)C>[Cl:11][C:5]1[C:6]([Cl:10])=[CH:7][CH:8]=[CH:9][C:4]=1[C:2](=[O:3])[CH:1]=[N:12][OH:13] |f:3.4|. The reactants are CCCBr, O=c1c2ccc(Cl)cc2nc2[nH]c3cc(Cl)c(Cl)cc3n12. Yields the product CCCn1c2cc(Cl)c(Cl)cc2n2c(=O)c3ccc(Cl)cc3nc12. RXN SMILES: [CH2:22]([CH2:23][CH3:24])[Br:25].[Cl:1][c:2]1[cH:3][cH:4][c:5]2[c:6](=[O:21])[n:7]3[c:8]([n:9][c:10]2[cH:11]1)[nH:12][c:13]1[c:14]3[cH:15][c:16]([Cl:20])[c:17]([Cl:19])[cH:18]1>>[Cl:1][c:2]1[cH:3][cH:4][c:5]2[c:6](=[O:21])[n:7]3[c:8]([n:9][c:10]2[cH:11]1)[n:12]([CH2:22][CH2:23][CH3:24])[c:13]1[c:14]3[cH:15][c:16]([Cl:20])[c:17]([Cl:19])[cH:18]1. The reactants are C(CCC)C1(CCC(CC1)(C=1NC2=CC=CC=C2C1CCN1CC2=CC=CC=C2CC1)C=1NC2=CC=CC=C2C1CCN1CC2=CC=CC=C2CC1)N(C)C (1-butyl-4,4-bis-(3-(2-(3,4-dihydro-1H-isoquinolin-2-yl)ethyl)-1H-indol-2-yl)-N,N-dimethylcyclohexylamine), Cl[Si](C)(C)C (chlorotrimethyl silane). Run in CC(=O)CC (ethyl methyl ketone). Conditions: temperature 23 celsius, time 30 minute. The product is Cl.C(CCC)C1(CCC(CC1)(C=1NC2=CC=CC=C2C1CCN1CC2=CC=CC=C2CC1)C=1NC2=CC=CC=C2C1CCN1CC2=CC=CC=C2CC1)N(C)C (1-butyl-4,4-bis-(3-(2-(3,4-dihydro-1H-isoquinolin-2-yl)ethyl)-1H-indol-2-yl)-N,N-dimethylcyclohexylamine hydrochloride). Isolated yield 79.1%. Reaction SMILES: [CH2:1]([C:5]1([N:53]([CH3:55])[CH3:54])[CH2:10][CH2:9][C:8]([C:32]2[NH:33][C:34]3[C:39]([C:40]=2[CH2:41][CH2:42][N:43]2[CH2:52][CH2:51][C:50]4[C:45](=[CH:46][CH:47]=[CH:48][CH:49]=4)[CH2:44]2)=[CH:38][CH:37]=[CH:36][CH:35]=3)([C:11]2[NH:12][C:13]3[C:18]([C:19]=2[CH2:20][CH2:21][N:22]2[CH2:31][CH2:30][C:29]4[C:24](=[CH:25][CH:26]=[CH:27][CH:28]=4)[CH2:23]2)=[CH:17][CH:16]=[CH:15][CH:14]=3)[CH2:7][CH2:6]1)[CH2:2][CH2:3][CH3:4].[Cl:56][Si](C)(C)C>CC(CC)=O>[ClH:56].[CH2:1]([C:5]1([N:53]([CH3:54])[CH3:55])[CH2:6][CH2:7][C:8]([C:11]2[NH:12][C:13]3[C:18]([C:19]=2[CH2:20][CH2:21][N:22]2[CH2:31][CH2:30][C:29]4[C:24](=[CH:25][CH:26]=[CH:27][CH:28]=4)[CH2:23]2)=[CH:17][CH:16]=[CH:15][CH:14]=3)([C:32]2[NH:33][C:34]3[C:39]([C:40]=2[CH2:41][CH2:42][N:43]2[CH2:52][CH2:51][C:50]4[C:45](=[CH:46][CH:47]=[CH:48][CH:49]=4)[CH2:44]2)=[CH:38][CH:37]=[CH:36][CH:35]=3)[CH2:9][CH2:10]1)[CH2:2][CH2:3][CH3:4] |f:3.4|. Reported procedure: 1-butyl-4,4-bis-(3-(2-(3,4-dihydro-1H-isoquinolin-2-yl)ethyl)-1H-indol-2-yl)-N,N-dimethylcyclohexylamine (57 mg, 0.079 mmol) was dissolved in ethyl methyl ketone (2 ml). The solution was mixed with chlorotrimethyl silane (50 μl, 0.391 mmol) at RT. The clear reaction mixture immediately became cloudy. The mixture was stirred for 30 min at 23° C. The white precipitate was aspirated. The solid was washed with ethyl methyl ketone (3×0.5 ml) and then dried. The hydrochloride (48 mg, approx. 80%) was ...